This data is from the Open Reaction Database (ORD), a public repository of structured organic reaction records. The task is: describe an organic reaction: reactants, conditions, products, and yield Reactants: ClC1=CC=NC2=CC(=C(C=C12)OC)OC (4-Chloro-6,7-dimethoxyquinoline), BrC1=C(C=CC2=CC(=CC=C12)Br)O (1,6-dibromo-2-naphthol), O (water). The reagents and catalysts are CN(C1=CC=NC=C1)C (4-dimethylaminopyridine). Solvent: ClC1=C(C=CC=C1)Cl (o-dichlorobenzene). Run at temperature 150 celsius, time 4 hour. The product is BrC1=C(C=CC2=CC(=CC=C12)Br)OC1=CC=NC2=CC(=C(C=C12)OC)OC (4-[(1,6-dibromo-2-naphthyl)oxy]-6,7-dimethoxyquinoline). Isolated yield 66.8%. RXN SMILES: Cl[C:2]1[C:11]2[C:6](=[CH:7][C:8]([O:14][CH3:15])=[C:9]([O:12][CH3:13])[CH:10]=2)[N:5]=[CH:4][CH:3]=1.[Br:16][C:17]1[C:26]2[C:21](=[CH:22][C:23]([Br:27])=[CH:24][CH:25]=2)[CH:20]=[CH:19][C:18]=1[OH:28].O>CN(C)C1C=CN=CC=1.ClC1C=CC=CC=1Cl>[Br:16][C:17]1[C:26]2[C:21](=[CH:22][C:23]([Br:27])=[CH:24][CH:25]=2)[CH:20]=[CH:19][C:18]=1[O:28][C:2]1[C:11]2[C:6](=[CH:7][C:8]([O:14][CH3:15])=[C:9]([O:12][CH3:13])[CH:10]=2)[N:5]=[CH:4][CH:3]=1. Procedure: 4-Chloro-6,7-dimethoxyquinoline (223 mg), 1,6-dibromo-2-naphthol (910 mg), and 4-dimethylaminopyridine (366 mg) were suspended in o-dichlorobenzene (3 ml), and the suspension was stirred at 150° C. for 4 hr. The reaction solution was cooled to room temperature, water was then added to the reaction solution, and the mixture was extracted with ethyl acetate. The ethyl acetate layer was then washed with water and saturated brine and was dried over anhydrous sodium sulfate. The solvent was removed t... Starting materials: CCCCCCCCC(=O)Cl, CC(Cl)Cl, Nc1cccc([N+](=O)[O-])c1, c1ccncc1. The product is CCCCCCCCC(=O)Nc1cccc([N+](=O)[O-])c1. RXN SMILES: [C:17]([CH2:18][CH2:19][CH2:20][CH2:21][CH2:22][CH2:23][CH2:24][CH3:25])(=[O:26])[Cl:27].[Cl:28][CH:29]([Cl:30])[CH3:31].[N+:1](=[O:2])([O-:3])[c:4]1[cH:5][c:6]([NH2:7])[cH:8][cH:9][cH:10]1.[cH:11]1[cH:12][cH:13][n:14][cH:15][cH:16]1>>[N+:1](=[O:2])([O-:3])[c:4]1[cH:5][c:6]([NH:7][C:17]([CH2:18][CH2:19][CH2:20][CH2:21][CH2:22][CH2:23][CH2:24][CH3:25])=[O:26])[cH:8][cH:9][cH:10]1.